Task: describe an organic reaction: reactants, conditions, products, and yield. Dataset: the Open Reaction Database (ORD), a public repository of structured organic reaction records Reactants: N12CC(C(CC1)CC2)=O (3-quinuclidinone), [OH-].[K+] (potassiumhydroxide), O=C(CP(OC)(OC)=O)C (dimethyl 2-oxopropylphosphonate), O (water). Run at time 90 hour. Product: C(C(=O)O)(=O)O.C(C)(=O)\C=C\1/CN2CCC1CC2 ((Z)-3-Acetylmethylene-1-azabicyclo[2.2.2]octane oxalate). Isolated yield 21.0%. Reaction SMILES: [N:1]12[CH2:8][CH2:7][CH:4]([CH2:5][CH2:6]1)[C:3](=[O:9])[CH2:2]2.[OH-:10].[K+].[O:12]=[C:13]([CH3:21])[CH2:14]P(=O)(OC)OC.[OH2:22]>>[C:3]([OH:9])(=[O:12])[C:4]([OH:22])=[O:10].[C:13](/[CH:21]=[C:3]1\[CH2:2][N:1]2[CH2:8][CH2:7][CH:4]\1[CH2:5][CH2:6]2)(=[O:12])[CH3:14] |f:1.2,5.6|. Procedure: To a solution of 3-quinuclidinone (2.0 g, 16 mmol) and potassiumhydroxide (1.93 g, 30 mmol) in water cooled to -5° C. (7.7 ml), dimethyl 2-oxopropylphosphonate (4.9 g, 30 mmol) was added dropwise. The reaction mixture was stirred at a temperature between 0° C. to -5° C. for 90 hours. The reaction mixture was quenched with 1 M hydrochloric acid solution (50 ml), rinsed three times with ether, made basic with solid potassiumcarbonate and extracted with methylenchloride (5×50 ml). The solvent was r...